This data is from the Open Reaction Database (ORD), a public repository of structured organic reaction records. The task is: describe an organic reaction: reactants, conditions, products, and yield The reactants are CC#N, CC(NC(=O)c1cn(COCC[Si](C)(C)C)c2ncc(C3CC3)nc12)C(=O)N(C)C, [Cs+], [F-], C1COCCOCCOCCOCCOCCO1. Yields the product CC(NC(=O)c1c[nH]c2ncc(C3CC3)nc12)C(=O)N(C)C. As a reaction SMILES: [CH3:51][C:52]#[N:53].[CH:1]1([c:4]2[n:5][c:6]3[c:7]([n:8][cH:9]2)[n:10]([CH2:23][O:24][CH2:25][CH2:26][Si:27]([CH3:28])([CH3:29])[CH3:30])[cH:11][c:12]3[C:13](=[O:14])[NH:15][CH:16]([C:17](=[O:18])[N:19]([CH3:20])[CH3:21])[CH3:22])[CH2:2][CH2:3]1.[Cs+:50].[F-:49].[O:31]1[CH2:32][CH2:33][O:34][CH2:35][CH2:36][O:37][CH2:38][CH2:39][O:40][CH2:41][CH2:42][O:43][CH2:44][CH2:45][O:46][CH2:47][CH2:48]1>>[CH:1]1([c:4]2[n:5][c:6]3[c:7]([n:8][cH:9]2)[nH:10][cH:11][c:12]3[C:13](=[O:14])[NH:15][CH:16]([C:17](=[O:18])[N:19]([CH3:20])[CH3:21])[CH3:22])[CH2:2][CH2:3]1. The reactants are BrC1=CC=C2C3CC(N=C(C2=C1)NCC(OC)OC)C3 (5-bromo-N-(2,2-dimethoxyethyl)-9-azatricyclo[8.1.1.0[2,7]]dodeca-2,4,6,8-tetraen-8-amine), Cl (hydrogen chloride). Solvent: O1CCCC1 (tetrahydrofuran). Run at time 30 minute. The product is BrC=1C=C2C3=NC=CN3C3CC(C2=CC1)C3 (9-bromo-2,5-diazatetracyclo[11.1.1.0[2,6].0[7,12]]pentadeca-3,5,7,9,11-pentaene). The yield is 55.4%. As a reaction SMILES: [Br:1][C:2]1[CH:12]=[C:11]2[C:5]([CH:6]3[CH2:20][CH:8]([N:9]=[C:10]2[NH:13][CH2:14][CH:15](OC)OC)[CH2:7]3)=[CH:4][CH:3]=1.Cl>O1CCCC1>[Br:1][C:2]1[CH:12]=[C:11]2[C:5](=[CH:4][CH:3]=1)[CH:6]1[CH2:20][CH:8]([CH2:7]1)[N:9]1[C:10]2=[N:13][CH:14]=[CH:15]1. Procedure: Into a 1000-mL round-bottom flask was placed 5-bromo-N-(2,2-dimethoxyethyl)-9-azatricyclo[8.1.1.0[2,7]]dodeca-2,4,6,8-tetraen-8-amine (33.4 g, 98.46 mmol, 1.00 equiv), tetrahydrofuran (340 mL), and hydrogen chloride (340 mL, 10%). The resulting solution was heated to reflux for 2 h, concentrated under vacuum and extracted with 2×150 mL of ethyl acetate. The pH value of the combined aqueous layers was adjusted to 8-9 with sodium hydroxide (2 mol/L). The resulting solution was extracted with 3×300... Starting materials: C(C1=CC=CC=C1)N1CCN(CC1)CCCN (3-(4-benzyl-1-piperazinyl)propylamine), [OH-].[Na+] (NaOH), ClCCOC(=O)Cl (2-chloroethylchloroformate), O (Water). Solvent: O1CCCC1 (tetrahydrofuran). Conditions: time 1 day. The product is C(C1=CC=CC=C1)N1CCN(CC1)CCCNC(OCCCl)=O (2-Chloroethyl 3-(4-benzyl-1-piperazinyl)propylcarbamate). As a reaction SMILES: [CH2:1]([N:8]1[CH2:13][CH2:12][N:11]([CH2:14][CH2:15][CH2:16][NH2:17])[CH2:10][CH2:9]1)[C:2]1[CH:7]=[CH:6][CH:5]=[CH:4][CH:3]=1.[OH-].[Na+].[Cl:20][CH2:21][CH2:22][O:23][C:24](Cl)=[O:25].O>O1CCCC1>[CH2:1]([N:8]1[CH2:9][CH2:10][N:11]([CH2:14][CH2:15][CH2:16][NH:17][C:24](=[O:25])[O:23][CH2:22][CH2:21][Cl:20])[CH2:12][CH2:13]1)[C:2]1[CH:3]=[CH:4][CH:5]=[CH:6][CH:7]=1 |f:1.2|. Procedure details: To a stirred solution of 3-(4-benzyl-1-piperazinyl)propylamine (2.01 g/8.61 mmol) in tetrahydrofuran (15 ml) were added 2 N NaOH (6.5 ml/13.0 mmol) and 2-chloroethylchloroformate (1.38 ml/12.9 mmol), and the mixture was stirred for 1 d. Water (50 ml) was added to the mixture and the whole was extracted with ethyl acetate (50 ml). The extract was washed with brine (50 ml), dried over magnesium sulfate, filtered and concentrated in vacuo. The residue was purified by column chromatography (NH2 gel/...